This data is from the Open Reaction Database (ORD), a public repository of structured organic reaction records. The task is: describe an organic reaction: reactants, conditions, products, and yield Starting materials: CC(C)=O, CCI, [K+], [K+], O=C([O-])[O-], O=C1CCC(c2ccc(O)cc2)CC1. The product is CCOc1ccc(C2CCC(=O)CC2)cc1. As a reaction SMILES: [CH3:24][C:25](=[O:26])[CH3:27].[I:21][CH2:22][CH3:23].[K+:15].[K+:16].[O-:17][C:18]([O-:19])=[O:20].[OH:1][c:2]1[cH:3][cH:4][c:5]([CH:8]2[CH2:9][CH2:10][C:11](=[O:14])[CH2:12][CH2:13]2)[cH:6][cH:7]1>>[O:1]([c:2]1[cH:3][cH:4][c:5]([CH:8]2[CH2:9][CH2:10][C:11](=[O:14])[CH2:12][CH2:13]2)[cH:6][cH:7]1)[CH2:22][CH3:23]. The reactants are OC=1C=C(C=CC1)C(C(=O)O)=O (2-(3-Hydroxyphenyl)glyoxylic acid), Cl.C(C=C)ON (O-allylhydroxylamine hydrochloride), ( 5-2)(a ). Product: C(C=C)ON=C(C(=O)O)C1=CC(=CC=C1)O (2-allyloxyimino-2-(3-hydroxyphenyl)acetic acid). Yield: 101.4%. RXN SMILES: [OH:1][C:2]1[CH:3]=[C:4]([C:8](=O)[C:9]([OH:11])=[O:10])[CH:5]=[CH:6][CH:7]=1.Cl.[CH2:14]([O:17][NH2:18])[CH:15]=[CH2:16]>>[CH2:14]([O:17][N:18]=[C:8]([C:4]1[CH:5]=[CH:6][CH:7]=[C:2]([OH:1])[CH:3]=1)[C:9]([OH:11])=[O:10])[CH:15]=[CH2:16] |f:1.2|. Procedure: 2-(3-Hydroxyphenyl)glyoxylic acid (2.0 g.) and O-allylhydroxylamine hydrochloride (1.7 g.) were reacted according to a similar manner to that of Preparation (5-2)(a) to give oil of 2-allyloxyimino-2-(3-hydroxyphenyl)acetic acid (syn isomer) (2.7 g.). Starting materials: N1CCOCC1 (Morpholine), FC(C=1C=C(C=C(C1)C(F)(F)F)[C@@H]1[C@@H](N(C(O1)=O)CC1=NC(=NC=C1C=1C=C(C=NC1OC)C1=C(C=C(C(=O)OC)C=C1C)C)S(=O)(=O)C)C)(F)F (methyl 4-{5-[4-({(4S,5R)-5-[3,5-bis(trifluoromethyl)phenyl]-4-methyl-2-oxo-1,3-oxazolidin-3-yl}methyl)-2-(methylsulfonyl)pyrimidin-5-yl]-6-methoxypyridin-3-yl}-3,5-dimethylbenzoate), FC(C=1C=C(C=C(C1)C(F)(F)F)[C@@H]1[C@@H](N(C(O1)=O)CC1=NC(=NC=C1C=1C=C(C=NC1OC)C1=C(C=C(C(=O)OC)C=C1C)C)S(=O)(=O)C)C)(F)F (methyl 4-{5-[4-({(4S,5R)-5-[3,5-bis(trifluoromethyl)phenyl]-4-methyl-2-oxo-1,3-oxazolidin-3-yl}methyl)-2-(methylsulfonyl)pyrimidin-5-yl]-6-methoxypyridin-3-yl}-3,5-dimethylbenzoate). Solvent: C1CCOC1 (THF). Product: FC(C=1C=C(C=C(C1)C(F)(F)F)[C@@H]1[C@@H](N(C(O1)=O)CC1=NC(=NC=C1C=1C=C(C=NC1OC)C1=C(C=C(C(=O)O)C=C1C)C)N1CCOCC1)C)(F)F (4-{5-[4-({(4S,5R)-5-[3,5-Bis(trifluoromethyl)phenyl]-4-methyl-2-oxo-1,3-oxazolidin-3-yl}methyl)-2-(morpholin-4-yl)pyrimidin-5-yl]-6-methoxypyridin-3-yl}-3,5-dimethylbenzoic acid). Reaction SMILES: [NH:1]1[CH2:6][CH2:5][O:4][CH2:3][CH2:2]1.[F:7][C:8]([F:58])([F:57])[C:9]1[CH:10]=[C:11]([C@H:19]2[O:23][C:22](=[O:24])[N:21]([CH2:25][C:26]3[C:31]([C:32]4[CH:33]=[C:34]([C:40]5[C:49]([CH3:50])=[CH:48][C:43]([C:44]([O:46]C)=[O:45])=[CH:42][C:41]=5[CH3:51])[CH:35]=[N:36][C:37]=4[O:38][CH3:39])=[CH:30][N:29]=[C:28](S(C)(=O)=O)[N:27]=3)[C@H:20]2[CH3:56])[CH:12]=[C:13]([C:15]([F:18])([F:17])[F:16])[CH:14]=1>C1COCC1>[F:17][C:15]([F:16])([F:18])[C:13]1[CH:12]=[C:11]([C@H:19]2[O:23][C:22](=[O:24])[N:21]([CH2:25][C:26]3[C:31]([C:32]4[CH:33]=[C:34]([C:40]5[C:41]([CH3:51])=[CH:42][C:43]([C:44]([OH:46])=[O:45])=[CH:48][C:49]=5[CH3:50])[CH:35]=[N:36][C:37]=4[O:38][CH3:39])=[CH:30][N:29]=[C:28]([N:1]4[CH2:6][CH2:5][O:4][CH2:3][CH2:2]4)[N:27]=3)[C@H:20]2[CH3:56])[CH:10]=[C:9]([C:8]([F:7])([F:58])[F:57])[CH:14]=1. Reported procedure: Morpholine (206 μl, 2.358 mmol), methyl 4-{5-[4-({(4S,5R)-5-[3,5-bis(trifluoromethyl)phenyl]-4-methyl-2-oxo-1,3-oxazolidin-3-yl}methyl)-2-(methylsulfonyl)pyrimidin-5-yl]-6-methoxypyridin-3-yl}-3,5-dimethylbenzoate (INTERMEDIATE 44, 355 mg, 0.472 mmol), and THF (2.4 mL) were stirred at 100° C. for 10 minutes in the microwave reactor, at which time LCMS showed complete conversion to target. The reaction was partitioned between water and ethyl acetate. The organic was then washed with brine, dried ... The reactants are BrCCBr, [Cl-], I, [Mg], [NH4+], C1CCOC1, Brc1ccc(COC2CCCCO2)cc1, O=C1c2ccccc2CCc2ccccc21. Product: OC1(c2ccc(COC3CCCCO3)cc2)c2ccccc2CCc2ccccc21. As a reaction SMILES: [Br:3][CH2:4][CH2:5][Br:6].[Cl-:38].[I:2].[Mg:1].[NH4+:39].[O:40]1[CH2:41][CH2:42][CH2:43][CH2:44]1.[O:7]1[CH:8]([O:13][CH2:14][c:15]2[cH:16][cH:17][c:18]([Br:21])[cH:19][cH:20]2)[CH2:9][CH2:10][CH2:11][CH2:12]1.[cH:22]1[cH:23][cH:24][cH:25][c:26]2[c:32]1[CH2:31][CH2:30][c:29]1[c:28]([cH:36][cH:35][cH:34][cH:33]1)[C:27]2=[O:37]>>[O:7]1[CH:8]([O:13][CH2:14][c:15]2[cH:16][cH:17][c:18]([C:27]3([OH:37])[c:26]4[cH:25][cH:24][cH:23][cH:22][c:32]4[CH2:31][CH2:30][c:29]4[c:28]3[cH:36][cH:35][cH:34][cH:33]4)[cH:19][cH:20]2)[CH2:9][CH2:10][CH2:11][CH2:12]1.